Dataset: the Open Reaction Database (ORD), a public repository of structured organic reaction records. Task: describe an organic reaction: reactants, conditions, products, and yield The reactants are O=C([O-])[O-], CC#N, Cc1cccc(C)c1C=CC1CCN(C(=O)CCl)CC1, [K+], [K+], [Na+], O=C([O-])O, c1c[nH]cn1. The product is Cc1cccc(C)c1C=CC1CCN(C(=O)Cn2ccnc2)CC1. Reaction SMILES: [C:6](=[O:7])([O-:8])[O-:9].[CH3:37][C:38]#[N:39].[Cl:12][CH2:13][C:14](=[O:15])[N:16]1[CH2:17][CH2:18][CH:19]([CH:22]=[CH:23][c:24]2[c:25]([CH3:31])[cH:26][cH:27][cH:28][c:29]2[CH3:30])[CH2:20][CH2:21]1.[K+:10].[K+:11].[Na+:32].[OH:33][C:34](=[O:35])[O-:36].[nH:1]1[cH:2][n:3][cH:4][cH:5]1>>[n:1]1([CH2:13][C:14](=[O:15])[N:16]2[CH2:17][CH2:18][CH:19]([CH:22]=[CH:23][c:24]3[c:25]([CH3:31])[cH:26][cH:27][cH:28][c:29]3[CH3:30])[CH2:20][CH2:21]2)[cH:2][n:3][cH:4][cH:5]1. Isolated yield 58.8%. Procedure details: 4-Nitroacetophenone(15 g) and N,N-dimethylformamide dimethylacetal(54 g) were refluxed for 1 hour. The reaction mixture was cooled, then crystals precipitate were filtered. To a solution of the crystals obtained (13.5 g) in ethanol (150 ml) was added hydrazine (4.52 g) and p-toluene sulfonic acid monohydrate (0.15 g) and the mixture was refluxed for 1 hours. The solvent was evaporated to dryness and the residue was crystallized from ether to obtain thr title compound (10.1 g). The reagents and catalysts are O.C1(=CC=C(C=C1)S(=O)(=O)O)C (p-toluene sulfonic acid monohydrate). As a reaction SMILES: [CH3:1][C:2]([C:4]1[CH:9]=[CH:8][C:7]([N+:10]([O-:12])=[O:11])=[CH:6][CH:5]=1)=O.COC(OC)[N:16]([CH3:18])C.[NH2:21]N>O.C1(C)C=CC(S(O)(=O)=O)=CC=1>[N+:10]([C:7]1[CH:8]=[CH:9][C:4]([C:2]2[NH:21][N:16]=[CH:18][CH:1]=2)=[CH:5][CH:6]=1)([O-:12])=[O:11] |f:3.4|. Product: [N+](=O)([O-])C1=CC=C(C=C1)C1=CC=NN1 (5-(4-nitrophenyl)pyrazole). Starting materials: CC(=O)C1=CC=C(C=C1)[N+](=O)[O-] (4-Nitroacetophenone), COC(N(C)C)OC (N,N-dimethylformamide dimethylacetal), NN (hydrazine). Reactants: BrC1=C(C=C(C=C1)C)S(=O)(=O)O (2-bromo-5-methylbenzenesulfonic acid), P(Cl)(Cl)(Cl)(Cl)Cl (PCl5). The solvent is C1(=CC=CC=C1)C (toluene). Run at time 1 hour. The product is BrC1=C(C=C(C=C1)C)S(=O)(=O)Cl (2-Bromo-5-methylbenzenesulfonyl chloride). Yield: 67.1%. Reaction SMILES: [Br:1][C:2]1[CH:7]=[CH:6][C:5]([CH3:8])=[CH:4][C:3]=1[S:9]([OH:12])(=O)=[O:10].P(Cl)(Cl)(Cl)(Cl)[Cl:14]>C1(C)C=CC=CC=1>[Br:1][C:2]1[CH:7]=[CH:6][C:5]([CH3:8])=[CH:4][C:3]=1[S:9]([Cl:14])(=[O:12])=[O:10]. Procedure details: 50 g of 2-bromo-5-methylbenzenesulfonic acid and 41.5 g of PCl5 are carefully heated in 500 ml of toluene until the evolution of gas commences. After the reaction has subsided the mixture is boiled under reflux until the evolution of gas has ended (2 h). The mixture is cooled and the toluene and POCl3 are removed in vacuo. The residue is carefully poured onto about 1 l of ice, the mixture is subsequently stirred for 1 h and then the product is filtered off with suction. Drying at 60° C. in vacuo... RXN SMILES: Br[C:2]1[CH:10]=[CH:9][CH:8]=[C:7]2[C:3]=1[CH:4]=[N:5][NH:6]2.[CH2:11]([O:13][C:14](=[O:34])[CH:15]=[C:16](C1C=CC(OC)=C2C=1C=CN2)[C:17]1[CH:22]=[CH:21][CH:20]=[CH:19][CH:18]=1)[CH3:12]>>[CH2:11]([O:13][C:14](=[O:34])[CH:15]=[C:16]([C:2]1[CH:10]=[CH:9][CH:8]=[C:7]2[C:3]=1[CH:4]=[N:5][NH:6]2)[C:17]1[CH:22]=[CH:21][CH:20]=[CH:19][CH:18]=1)[CH3:12]. Procedure: 3-(1H-Indazol-4-yl)-3-phenyl-acrylic acid ethyl ester CXCI was prepared from using 4-bromo-1H-indazole using the procedure described for preparation of 3-(7-Methoxy-1H-Indol-4-yl)-3-phenyl-acrylic acid ethyl ester LIII (Example 13). Starting materials: BrC1=C2C=NNC2=CC=C1 (4-bromo-1H-indazole), C(C)OC(C=C(C1=CC=CC=C1)C1=C2C=CNC2=C(C=C1)OC)=O (3-(7-Methoxy-1H-Indol-4-yl)-3-phenyl-acrylic acid ethyl ester). The product is C(C)OC(C=C(C1=CC=CC=C1)C1=C2C=NNC2=CC=C1)=O (3-(1H-Indazol-4-yl)-3-phenyl-acrylic acid ethyl ester). Reactants: C1(CC1)COC=1C=C(C=CC1OC(F)F)C(C)O (1-[3-(cyclopropylmethoxy)-4-(difluoromethoxy)phenyl]ethanol), [Cr](=O)(=O)([O-])Cl.[NH+]1=CC=CC=C1 (PCC), resultant mixture. The product is C1(CC1)COC=1C=C(C=CC1OC(F)F)C(C)=O (1-[3-(cyclopropylmethoxy)-4-(difluoromethoxy)phenyl]ethanone). The yield is 79.7%. Reaction SMILES: [CH:1]1([CH2:4][O:5][C:6]2[CH:7]=[C:8]([CH:16]([OH:18])[CH3:17])[CH:9]=[CH:10][C:11]=2[O:12][CH:13]([F:15])[F:14])[CH2:3][CH2:2]1.[Cr](Cl)([O-])(=O)=O.[NH+]1C=CC=CC=1>>[CH:1]1([CH2:4][O:5][C:6]2[CH:7]=[C:8]([C:16](=[O:18])[CH3:17])[CH:9]=[CH:10][C:11]=2[O:12][CH:13]([F:15])[F:14])[CH2:3][CH2:2]1 |f:1.2|. Reported procedure: In dry MC, dissolved was 1-[3-(cyclopropylmethoxy)-4-(difluoromethoxy)phenyl]ethanol (24 g, 93 mmol), and PCC (pyridinium chlorochromate) (30 g, 139 mmol) was added thereto. The resultant mixture was heated under reflux. The reaction mixture was filtered through Celite, and the filtrate was extracted with EA, washed twice with brine, dried over MgSO4 and filtered. After removing the solvent by evaporation under reduced pressure, the mixture was purified via column chromatography (n-hexane/MC=7/1... Reactants: N(=O)[O-].[Na+] (sodium nitrite), ClC1=NC=C(C(=C1C)N)OC (2-chloro-5-methoxy-3-methylpyridin-4-amine). Run in O (water), C(C)(=O)O (acetic acid). Conditions: temperature 75 celsius. Yields the product ClC1=NC=C(C2=C1C=NN2)OC (4-chloro-7-methoxy-1H-pyrazolo[4,3-c]pyridine). RXN SMILES: [N:1]([O-])=O.[Na+].[Cl:5][C:6]1[C:11]([CH3:12])=[C:10]([NH2:13])[C:9]([O:14][CH3:15])=[CH:8][N:7]=1>O.C(O)(=O)C>[Cl:5][C:6]1[C:11]2[CH:12]=[N:1][NH:13][C:10]=2[C:9]([O:14][CH3:15])=[CH:8][N:7]=1 |f:0.1|. Reported procedure: A solution of sodium nitrite (98%, 326 mg, 4.63 mmol) in water (0.6 mL) was added to a solution of C4 (200 mg, 1.16 mmol) in acetic acid (8 mL), and the reaction mixture was heated at 75° C. for 1 hour. After the reaction mixture had cooled to room temperature, it was concentrated in vacuo, diluted with saturated aqueous sodium bicarbonate solution, and extracted with ethyl acetate. The combined organic layers were washed with saturated aqueous sodium chloride solution, dried over magnesium sulf...